Dataset: the Open Reaction Database (ORD), a public repository of structured organic reaction records. Task: describe an organic reaction: reactants, conditions, products, and yield The reactants are CCN=C=NCCCN(C)C, CC1CCCCC1N, ClCCl, Cc1c(F)c(F)c(C(=O)O)c(F)c1F, CN(C)C=O, On1nnc2ccccc21. Product: Cc1c(F)c(F)c(C(=O)NC2CCCCC2C)c(F)c1F. As a reaction SMILES: [CH3:25][CH2:26][N:27]=[C:28]=[N:29][CH2:30][CH2:31][CH2:32][N:33]([CH3:34])[CH3:35].[CH3:36][CH:37]1[CH:38]([NH2:43])[CH2:39][CH2:40][CH2:41][CH2:42]1.[Cl:44][CH2:45][Cl:46].[F:1][c:2]1[c:3]([CH3:14])[c:4]([F:13])[c:5]([F:12])[c:6]([C:9](=[O:10])[OH:11])[c:7]1[F:8].[O:47]=[CH:48][N:49]([CH3:50])[CH3:51].[OH:15][n:16]1[c:17]2[c:18]([cH:19][cH:20][cH:21][cH:22]2)[n:23][n:24]1>>[F:1][c:2]1[c:3]([CH3:14])[c:4]([F:13])[c:5]([F:12])[c:6]([C:9](=[O:11])[NH:43][CH:38]2[CH:37]([CH3:36])[CH2:42][CH2:41][CH2:40][CH2:39]2)[c:7]1[F:8]. Starting materials: C(CCCOCCN(CC(=O)O)CC(=O)O)OCCN(CC(=O)O)CC(=O)O (Butylenebis(oxyethylenenitrilo)tetraacetic acid), [OH-].[Na+] (NaOH), cisplatin. The solvent is O (water). Reaction conditions: temperature 60 celsius, time 3 hour. The product is [Pt].[Pt].C(CCCOCCN(CC(=O)O)CC(=O)O)OCCN(CC(=O)O)CC(=O)O (Butylenebis(oxyethylenenitrilo)tetraacetic acid diplatinum). Reaction SMILES: [CH2:1]([O:17][CH2:18][CH2:19][N:20]([CH2:25][C:26]([OH:28])=[O:27])[CH2:21][C:22]([OH:24])=[O:23])[CH2:2][CH2:3][CH2:4][O:5][CH2:6][CH2:7][N:8]([CH2:13][C:14]([OH:16])=[O:15])[CH2:9][C:10]([OH:12])=[O:11].[OH-].[Na+].[NH3][Pt:32](Cl)(Cl)[NH3]>O>[Pt:32].[Pt:32].[CH2:4]([O:5][CH2:6][CH2:7][N:8]([CH2:9][C:10]([OH:12])=[O:11])[CH2:13][C:14]([OH:16])=[O:15])[CH2:3][CH2:2][CH2:1][O:17][CH2:18][CH2:19][N:20]([CH2:21][C:22]([OH:24])=[O:23])[CH2:25][C:26]([OH:28])=[O:27] |f:1.2,5.6.7|. Reported procedure: Butylenebis(oxyethylenenitrilo)tetraacetic acid (0.544 gm) is neutralized to pH about 9 using 1N NaOH (˜10 ml) to obtain a clear solution. This solution is then diluted to about 50 ml with water. This solution is then added dropwise (about 1 ml) to the cisplatin solution prepared above maintained at about 60° C. The entire reaction mixture is allowed to stir at this temperature (about 60° C.) for about 3 hours. The temperature is then reduced to about 50° C. and the reaction mixture is allowed t... The reactants are O=S(=O)(Cl)c1ccc(Br)cc1, O=C([O-])O, ClCCl, [Na+], NCCCCn1ccnc1. Product: O=S(=O)(NCCCCn1ccnc1)c1ccc(Br)cc1. RXN SMILES: [Br:16][c:17]1[cH:18][cH:19][c:20]([S:23](=[O:24])(=[O:25])[Cl:26])[cH:21][cH:22]1.[C:11](=[O:12])([OH:13])[O-:14].[Cl:27][CH2:28][Cl:29].[Na+:15].[n:1]1([CH2:6][CH2:7][CH2:8][CH2:9][NH2:10])[cH:2][n:3][cH:4][cH:5]1>>[n:1]1([CH2:6][CH2:7][CH2:8][CH2:9][NH:10][S:23]([c:20]2[cH:19][cH:18][c:17]([Br:16])[cH:22][cH:21]2)(=[O:24])=[O:25])[cH:2][n:3][cH:4][cH:5]1. Reactants: ClC=1C=C(C=C(C1)OCCCO)C(=O)N(CC=C)C1CCCC1 ([3-chloro-5-(3-hydroxypropoxy)phenyl]-N-cyclopentyl-N-prop-2-enylcarboxamide), ON1C(C=2C(C1=O)=CC=CC2)=O (N-hydroxyphthalimide), C1(=CC=CC=C1)P(C1=CC=CC=C1)C1=CC=CC=C1 (triphenylphosphine), CCOC(=O)/N=N/C(=O)OCC (DEAD). Run in O1CCCC1 (tetrahydrofuran). Reaction conditions: temperature 0 celsius, time 5 minute. Yields the product O=C1N(C(C2=CC=CC=C12)=O)OCCCOC=1C=C(C=C(C1)C(=O)N(CC=C)C1CCCC1)Cl ({5-[3-(1,3-dioxoisoindolin-2-yloxy)propoxy]-3-chlorophenyl}-N-cyclopentyl-N-prop-2-enylcarboxamide). Isolated yield 33.3%. RXN SMILES: [Cl:1][C:2]1[CH:3]=[C:4]([C:13]([N:15]([CH:19]2[CH2:23][CH2:22][CH2:21][CH2:20]2)[CH2:16][CH:17]=[CH2:18])=[O:14])[CH:5]=[C:6]([O:8][CH2:9][CH2:10][CH2:11][OH:12])[CH:7]=1.O[N:25]1[C:29](=[O:30])[C:28]2=[CH:31][CH:32]=[CH:33][CH:34]=[C:27]2[C:26]1=[O:35].C1(P(C2C=CC=CC=2)C2C=CC=CC=2)C=CC=CC=1.CCOC(/N=N/C(OCC)=O)=O>O1CCCC1>[O:35]=[C:26]1[C:27]2[C:28](=[CH:31][CH:32]=[CH:33][CH:34]=2)[C:29](=[O:30])[N:25]1[O:12][CH2:11][CH2:10][CH2:9][O:8][C:6]1[CH:7]=[C:2]([Cl:1])[CH:3]=[C:4]([C:13]([N:15]([CH:19]2[CH2:20][CH2:21][CH2:22][CH2:23]2)[CH2:16][CH:17]=[CH2:18])=[O:14])[CH:5]=1. Reported procedure: A mixture of alcohol 17 (8.8 g, 26 mmol), tetrahydrofuran (100 mL), N-hydroxyphthalimide (3.8 g, 23 mmol) and triphenylphosphine (5.2 g, 20 mmol) was stirred at 0° C. for 5 min. To the mixture was added DEAD (3.4 mL. 20 mmol) dropwise. The reaction mixture was then allowed to warm to ambient temperature and stirred for 12 h prior to concentration in vacuo. The residue was purified by chromatography to provide phthalimide 18 (3.7 g) contaminated with Mitsunobu by-products. This material was used ... Reactants: NC1=CC=C(C(=O)OC)C=C1 (methyl 4-aminobenzoate), C(C)(C)N(CC)C(C)C (di-isopropylethyl amine), FC1=C(C(=O)Cl)C(=CC(=C1)C(F)(F)F)C(F)(F)F (2-fluoro-4,6-bis(trifluoromethyl)benzoyl chloride). Run in CN(C)C=O (DMF), ClCCl (dichloromethane), C(C)(=O)OCC (ethyl acetate). Conditions: time 10 minute. Product: FC1=C(C(=O)NC2=CC=C(C(=O)OC)C=C2)C(=CC(=C1)C(F)(F)F)C(F)(F)F (methyl 4-[[2-fluoro-4,6-bis(trifluoromethyl)benzoyl]amino]benzoate). Isolated yield 33.1%. Reaction SMILES: [NH2:1][C:2]1[CH:11]=[CH:10][C:5]([C:6]([O:8][CH3:9])=[O:7])=[CH:4][CH:3]=1.C(N(C(C)C)CC)(C)C.[F:21][C:22]1[CH:30]=[C:29]([C:31]([F:34])([F:33])[F:32])[CH:28]=[C:27]([C:35]([F:38])([F:37])[F:36])[C:23]=1[C:24](Cl)=[O:25]>CN(C=O)C.ClCCl.C(OCC)(=O)C>[F:21][C:22]1[CH:30]=[C:29]([C:31]([F:33])([F:34])[F:32])[CH:28]=[C:27]([C:35]([F:36])([F:37])[F:38])[C:23]=1[C:24]([NH:1][C:2]1[CH:3]=[CH:4][C:5]([C:6]([O:8][CH3:9])=[O:7])=[CH:10][CH:11]=1)=[O:25]. Procedure details: To a solution of methyl 4-aminobenzoate (514.6 mg, 3.40 mmol) and di-isopropylethyl amine (1.77 mL, 10.18 mmol) in DMF (10 mL) at 0° C. was added a solution of 2-fluoro-4,6-bis(trifluoromethyl)benzoyl chloride (1 g, 3.39 mmol) in dichloromethane. The reaction was complete after 10 min. The reaction mixture was diluted with ethyl acetate and washed with water (2×200 mL), 1 N HCl (2×50 mL), and brine then dried over Na2SO4, filtered and concentrated. Silica gel chromatography using a gradient of e...